From a dataset of the Open Reaction Database (ORD), a public repository of structured organic reaction records. describe an organic reaction: reactants, conditions, products, and yield Reactants: [F-].[Cs+] (CsF), C(/C1=CC=CC=C1)=C\1/C[C@]2([C@@H](CCCC=3C2=CC=2C=NN(C2C3)C3=CC=C(C=C3)F)CC1=O)CC.C(/C1=CC=CC=C1)=C\1/C[C@@]3([C@H](CCCC=2C3=CC=3C=NN(C3C2)C2=CC=C(C=C2)F)CC1=O)CC ((4aR,12bR,E)-2-benzylidene-12b-ethyl-9-(4-fluorophenyl)-1,4,4a,5,6,7,9,12b-octahydrobenzo[6,7]cyclohepta[1,2-f]indazol-3(2H)-one; compound with (4aS,12bS,E)-2-benzylidene-12b-ethyl-9-(4-fluorophenyl)-1,4,4a,5,6,7,9,12b-octahydrobenzo[6,7]cyclohepta[1,2-f]indazol-3(2H)-one), CCCC[N+](CCCC)(CCCC)CCCC.[F-] (TBAF), FC(F)(F)[Si](C)(C)C ((Trifluoromethyl)trimethylsilane). RXN SMILES: [F-].[Cs+].[CH:3](=[C:10]1/[CH2:11][C@:12]2([CH2:36][CH3:37])[C:18]3=[CH:19][C:20]4[CH:21]=[N:22][N:23]([C:26]5[CH:31]=[CH:30][C:29]([F:32])=[CH:28][CH:27]=5)[C:24]=4[CH:25]=[C:17]3[CH2:16][CH2:15][CH2:14][C@H:13]2[CH2:33][C:34]/1=[O:35])/[C:4]1[CH:9]=[CH:8][CH:7]=[CH:6][CH:5]=1.[CH:38](=[C:45]1/[CH2:46][C@@:47]2([CH2:71][CH3:72])[C:53]3=[CH:54][C:55]4[CH:56]=[N:57][N:58]([C:61]5[CH:66]=[CH:65][C:64]([F:67])=[CH:63][CH:62]=5)[C:59]=4[CH:60]=[C:52]3[CH2:51][CH2:50][CH2:49][C@@H:48]2[CH2:68][C:69]/1=[O:70])/[C:39]1[CH:44]=[CH:43][CH:42]=[CH:41][CH:40]=1.[F:73][C:74]([Si](C)(C)C)([F:76])[F:75].CCCC[N+](CCCC)(CCCC)CCCC.[F-]>CCOC(C)=O.O.COCCOC>[CH:3](=[C:10]1/[CH2:11][C@@:12]2([CH2:36][CH3:37])[C:18]3=[CH:19][C:20]4[CH:21]=[N:22][N:23]([C:26]5[CH:27]=[CH:28][C:29]([F:32])=[CH:30][CH:31]=5)[C:24]=4[CH:25]=[C:17]3[CH2:16][CH2:15][CH2:14][C@@H:13]2[CH2:33][C@:34]/1([C:74]([F:76])([F:75])[F:73])[OH:35])/[C:4]1[CH:5]=[CH:6][CH:7]=[CH:8][CH:9]=1.[CH:38](=[C:45]1/[CH2:46][C@:47]2([CH2:71][CH3:72])[C:53]3=[CH:54][C:55]4[CH:56]=[N:57][N:58]([C:61]5[CH:62]=[CH:63][C:64]([F:67])=[CH:65][CH:66]=5)[C:59]=4[CH:60]=[C:52]3[CH2:51][CH2:50][CH2:49][C@H:48]2[CH2:68][C@@:69]/1([C:74]([F:76])([F:75])[F:73])[OH:70])/[C:39]1[CH:40]=[CH:41][CH:42]=[CH:43][CH:44]=1 |f:0.1,2.3,5.6,10.11|. The solvent is COCCOC (DME), CCOC(=O)C (EtOAc), O (water). Procedure: CsF (0.050 g, 0.33 mmol) was added to a mixture of (4aR,12bR,E)-2-benzylidene-12b-ethyl-9-(4-fluorophenyl)-1,4,4a,5,6,7,9,12b-octahydrobenzo[6,7]cyclohepta[1,2-f]indazol-3 (2H)-one; compound with (4aS,12bS,E)-2-benzylidene-12b-ethyl-9-(4-fluorophenyl)-1,4,4a,5,6,7,9,12b-octahydrobenzo[6,7]cyclohepta[1,2-f]indazol-3 (2H)-one (68, R1=4-Fluorophenyl, R2=Ethyl) (0.617 g, 1.33 mmol) and DME (13.0 mL) under nitrogen. After stirring for about 15 min, the mixture was cooled to about 0° C. (Trifluorometh... Conditions: time 15 minute. The product is C(/C1=CC=CC=C1)=C\1/C[C@@]2([C@H](CCCC=3C2=CC=2C=NN(C2C3)C3=CC=C(C=C3)F)C[C@@]1(O)C(F)(F)F)CC.C(/C1=CC=CC=C1)=C\1/C[C@]3([C@@H](CCCC=2C3=CC=3C=NN(C3C2)C2=CC=C(C=C2)F)C[C@]1(O)C(F)(F)F)CC ((3R,4aS,12bS,E)-2-Benzylidene-12b-ethyl-9-(4-fluorophenyl)-3-(trifluoromethyl)-1,2,3,4,4a,5,6,7,9,12b-decahydrobenzo[6,7]cyclohepta[1,2-f]indazol-3-ol; compound with (3S,4aR,12bR,E)-2-benzylidene-12b-ethyl-9-(4-fluorophenyl)-3-(trifluoromethyl)-1,2,3,4,4a,5,6,7,9,12b-decahydrobenzo[6,7]cyclohepta[1,2-f]indazol-3-ol). Isolated yield 69.0%. Reactants: O=Cc1ccccc1, ClCCl, [C-]#[N+]CC(=O)OC, N#N. Product: COC(=O)C1N=COC1c1ccccc1. Reaction SMILES: [CH:8](=[O:9])[c:10]1[cH:11][cH:12][cH:13][cH:14][cH:15]1.[Cl:16][CH2:17][Cl:18].[N+:1](#[C-:2])[CH2:3][C:4](=[O:5])[O:6][CH3:7].[N:19]#[N:20]>>[N:1]1=[CH:2][O:9][CH:8]([c:10]2[cH:11][cH:12][cH:13][cH:14][cH:15]2)[CH:3]1[C:4](=[O:5])[O:6][CH3:7]. The reactants are C(C1=CC=CC=C1)(=O)OC[C@H]1OC([C@@H](C1)OC(C)=O)OC(C)=O ([(2S,4R)-4,5-diacetoxytetrahydrofuran-2-yl]methyl benzoate), [Si](C)(C)(C)OS(=O)(=O)C(F)(F)F (TMSOTf), NC=1NC(C2=C(N1)NC(S2)=O)=O (5-amino-3,6-dihydrothiazolo[4,5-d]pyrimidine-2,7-dione). Solvent: C(C)#N (ACN). Run at temperature 70 celsius, time 0.5 hour. The product is C(C1=CC=CC=C1)(=O)OC[C@H]1O[C@H]([C@@H](C1)OC(C)=O)N1C(SC2=C1N=C(NC2=O)N)=O ([(2S,4R,5R)-4-acetoxy-5-(5-amino-2,7-dioxo-6H-thiazolo[4,5-d]pyrimidin-3-yl)tetrahydrofuran-2-yl]methyl benzoate). As a reaction SMILES: [NH2:1][C:2]1[NH:3][C:4](=[O:12])[C:5]2[S:10][C:9](=[O:11])[NH:8][C:6]=2[N:7]=1.[C:13]([O:21][CH2:22][C@@H:23]1[CH2:27][C@@H:26]([O:28][C:29](=[O:31])[CH3:30])[CH:25](OC(=O)C)[O:24]1)(=[O:20])[C:14]1[CH:19]=[CH:18][CH:17]=[CH:16][CH:15]=1.[Si](OS(C(F)(F)F)(=O)=O)(C)(C)C>C(#N)C>[C:13]([O:21][CH2:22][C@@H:23]1[CH2:27][C@@H:26]([O:28][C:29](=[O:31])[CH3:30])[C@H:25]([N:8]2[C:6]3[N:7]=[C:2]([NH2:1])[NH:3][C:4](=[O:12])[C:5]=3[S:10][C:9]2=[O:11])[O:24]1)(=[O:20])[C:14]1[CH:19]=[CH:18][CH:17]=[CH:16][CH:15]=1. Procedure details: To a suspension of 5-amino-3,6-dihydrothiazolo[4,5-d]pyrimidine-2,7-dione (4.42 g, 24.0 mmol) in ACN (20 mL) was added BSA (14.8 mL, 60.0 mmol). The resulting reaction mixture was then stirred at 70° C. under argon for 0.5 hr to form a clear solution. After the solution was cooled to room temperature, [(2S,4R)-4,5-diacetoxytetrahydrofuran-2-yl]methyl benzoate (CAS #: 4613-71-2, Cat.#: MD04725, commercially available from Carbosynth Limited, 6.45 g, 20.0 mmol) and TMSOTf (5.5 mL, 30.0 mmol) were ... Reactants: [BH4-], CCO, Cc1cc(C(=O)C(C)N2CCC(O)(c3ccc(F)cc3)CC2)ccc1O[Si](C(C)C)(C(C)C)C(C)C, [Na+]. Product: Cc1cc(C(O)C(C)N2CCC(O)(c3ccc(F)cc3)CC2)ccc1O[Si](C(C)C)(C(C)C)C(C)C. RXN SMILES: [BH4-:1].[CH3:39][CH2:40][OH:41].[CH3:3][c:4]1[cH:5][c:6]([C:21]([CH:22]([CH3:23])[N:24]2[CH2:25][CH2:26][C:27]([OH:30])([c:31]3[cH:32][cH:33][c:34]([F:37])[cH:35][cH:36]3)[CH2:28][CH2:29]2)=[O:38])[cH:7][cH:8][c:9]1[O:10][Si:11]([CH:12]([CH3:13])[CH3:14])([CH:15]([CH3:16])[CH3:17])[CH:18]([CH3:19])[CH3:20].[Na+:2]>>[CH3:3][c:4]1[cH:5][c:6]([CH:21]([CH:22]([CH3:23])[N:24]2[CH2:25][CH2:26][C:27]([OH:30])([c:31]3[cH:32][cH:33][c:34]([F:37])[cH:35][cH:36]3)[CH2:28][CH2:29]2)[OH:38])[cH:7][cH:8][c:9]1[O:10][Si:11]([CH:12]([CH3:13])[CH3:14])([CH:15]([CH3:16])[CH3:17])[CH:18]([CH3:19])[CH3:20]. Reactants: C(C)OC(=O)C=1SC=C2C1CCC(C2)(C)C (5,5-dimethyl-4,5,6,7-tetrahydro-benzo[c]thiophene-1-carboxylic acid ethyl ester), BrBr (bromine). Run in C(C)(=O)O (acetic acid). Reaction conditions: temperature 50 celsius, time 4 hour. Yields the product C(C)OC(=O)C=1SC(=C2C1CCC(C2)(C)C)Br (3-bromo-5,5-dimethyl-4,5,6,7-tetrahydro-benzo[c]thiophene-1-carboxylic acid ethyl ester). Isolated yield 81.3%. Reaction SMILES: [CH2:1]([O:3][C:4]([C:6]1[S:7][CH:8]=[C:9]2[CH2:14][C:13]([CH3:16])([CH3:15])[CH2:12][CH2:11][C:10]=12)=[O:5])[CH3:2].[Br:17]Br>C(O)(=O)C>[CH2:1]([O:3][C:4]([C:6]1[S:7][C:8]([Br:17])=[C:9]2[CH2:14][C:13]([CH3:15])([CH3:16])[CH2:12][CH2:11][C:10]=12)=[O:5])[CH3:2]. Procedure: To a solution of 5,5-dimethyl-4,5,6,7-tetrahydro-benzo[c]thiophene-1-carboxylic acid ethyl ester (715 mg, 3.0 mmol) in acetic acid (5 mL), bromine (480 mg, 3.0 mmol) is slowly added at rt. Upon completion of the addition, the mixture is heated to 50° C. and stirred for 4 h. The reaction is quenched by adding 1 N aq. NaOH and the mixture is extracted with DCM (3×50 mL). The organic extracts are dried (Na2SO4), filtered and evaporated to provide crude 3-bromo-5,5-dimethyl-4,5,6,7-tetrahydro-benzo[... Reported procedure: In one embodiment, the pre-polish cleaner is formed from citric acid and potassium citrate, and has a pH in the lower end of the above-described range; more particularly it has a pH in the range of 2.5 to 4. In one illustrative embodiment, the pre-polish cleaner is formed by combining, with water, 40 g/l of anhydrous citric acid and 40 g/l of potassium citrate monohydrate. In other embodiments of the present invention, the cleaning solution is formed from a combination of citric acid and potassi... The solvent is O (water). RXN SMILES: [C:1]([OH:13])(=[O:12])[CH2:2][C:3]([CH2:8][C:9]([OH:11])=[O:10])([C:5]([OH:7])=[O:6])[OH:4].O.[C:15]([O-:27])(=[O:26])[CH2:16][C:17]([CH2:22][C:23]([O-:25])=[O:24])([C:19]([O-:21])=[O:20])[OH:18].[K+:28].[K+].[K+]>O>[C:1]([O-:13])(=[O:12])[CH2:2][C:3]([CH2:8][C:9]([O-:11])=[O:10])([C:5]([O-:7])=[O:6])[OH:4].[K+:28].[K+:28].[K+:28].[C:15]([OH:27])(=[O:26])[CH2:16][C:17]([CH2:22][C:23]([OH:25])=[O:24])([C:19]([OH:21])=[O:20])[OH:18] |f:1.2.3.4.5,7.8.9.10|. Starting materials: C(CC(O)(C(=O)O)CC(=O)O)(=O)O (citric acid), O.C(CC(O)(C(=O)[O-])CC(=O)[O-])(=O)[O-].[K+].[K+].[K+] (potassium citrate monohydrate). Product: C(CC(O)(C(=O)[O-])CC(=O)[O-])(=O)[O-].[K+].[K+].[K+] (potassium citrate), C(CC(O)(C(=O)O)CC(=O)O)(=O)O (citric acid). The reactants are ClCCl, CC(C)CN(Cc1cc(Cl)cc(Cl)c1)CC1CCCN(C(=O)OC(C)(C)C)C1, O=C(O)C(F)(F)F, O=C(O)C(O)C(O)C(=O)O. Yields the product CC(C)CN(Cc1cc(Cl)cc(Cl)c1)CC1CCCNC1. RXN SMILES: [Cl:46][CH2:47][Cl:48].[Cl:8][c:9]1[cH:10][c:11]([CH2:12][N:13]([CH2:14][CH:15]([CH3:16])[CH3:17])[CH2:18][CH:19]2[CH2:20][N:21]([C:25]([O:26][C:27]([CH3:28])([CH3:29])[CH3:30])=[O:31])[CH2:22][CH2:23][CH2:24]2)[cH:32][c:33]([Cl:35])[cH:34]1.[OH:1][C:2]([C:3]([F:4])([F:5])[F:6])=[O:7].[OH:36][CH:37]([C:38](=[O:39])[OH:40])[CH:41]([C:42](=[O:43])[OH:44])[OH:45]>>[Cl:8][c:9]1[cH:10][c:11]([CH2:12][N:13]([CH2:14][CH:15]([CH3:16])[CH3:17])[CH2:18][CH:19]2[CH2:20][NH:21][CH2:22][CH2:23][CH2:24]2)[cH:32][c:33]([Cl:35])[cH:34]1.